describe an organic reaction: reactants, conditions, products, and yield From a dataset of the Open Reaction Database (ORD), a public repository of structured organic reaction records. The reactants are ClC1=CC=CC=2C(C3=CC=CC(=C3C(C12)=O)Cl)=O (1,8-dichloroanthraquinone), C(C)N(CCN)CC (2-(diethylamino)ethylamine). Product: C(C)N(CCNC1=CC=CC=2C(C3=CC=CC(=C3C(C12)=O)NCCN(CC)CC)=O)CC (1,8-bis-{(2-(diethylamino)ethyl]amino}anthracene-9,10-dione). Yield: 41.6%. Reaction SMILES: Cl[C:2]1[C:15]2[C:14](=[O:16])[C:13]3[C:8](=[CH:9][CH:10]=[CH:11][C:12]=3Cl)[C:7](=[O:18])[C:6]=2[CH:5]=[CH:4][CH:3]=1.[CH2:19]([N:21]([CH2:25][CH3:26])[CH2:22][CH2:23][NH2:24])[CH3:20]>>[CH2:19]([N:21]([CH2:25][CH3:26])[CH2:22][CH2:23][NH:24][C:2]1[C:15]2[C:14](=[O:16])[C:13]3[C:8](=[CH:9][CH:10]=[CH:11][C:12]=3[NH:24][CH2:23][CH2:22][N:21]([CH2:25][CH3:26])[CH2:19][CH3:20])[C:7](=[O:18])[C:6]=2[CH:5]=[CH:4][CH:3]=1)[CH3:20]. Procedure details: A mixture of 5.52 g (0.02 mol) of 1,8-dichloroanthraquinone and 23.2 g (0.2M) 2-(diethylamino)ethylamine is heated under reflux for 3 hours. The reaction product is washed up as described in Example 1 except that the oily residue is only washed with water and then dried to yield 3.63 g of the title compound as the free base in the form of a purple solid, m.p. 103.5°-106.5° C.; λmax (deionised water) (E/cm/M) 236 nm (54940), 542 nm (13200). Starting materials: [H-].[H-].[H-].[H-].[Li+].[Al+3] (LiAlH4), BrCCC(C#N)(C1=CC=CC=C1)C1=CC=CC=C1 (4-bromo-2,2-diphenylbutyronitrile). Run in C1CCOC1 (THF), C1CCOC1 (THF). Reaction conditions: temperature 0 celsius, time 15 hour. The product is C1(=CC=CC=C1)C1(CNCC1)C1=CC=CC=C1 (3,3-Diphenyl-pyrrolidine). As a reaction SMILES: [H-].[H-].[H-].[H-].[Li+].[Al+3].Br[CH2:8][CH2:9][C:10]([C:19]1[CH:24]=[CH:23][CH:22]=[CH:21][CH:20]=1)([C:13]1[CH:18]=[CH:17][CH:16]=[CH:15][CH:14]=1)[C:11]#[N:12]>C1COCC1>[C:13]1([C:10]2([C:19]3[CH:24]=[CH:23][CH:22]=[CH:21][CH:20]=3)[CH2:9][CH2:8][NH:12][CH2:11]2)[CH:18]=[CH:17][CH:16]=[CH:15][CH:14]=1 |f:0.1.2.3.4.5|. Procedure details: A suspension of LiAlH4 (560 mg, 14.75 mmol) in THF (50 mL) is cooled at 0° C. and a solution of 4-bromo-2,2-diphenylbutyronitrile (1.50 g, 5 mmol) in THF (20 mL) is slowly added. The mixture is stirred at r.t. for 15 h, carefully quenched with MeOH and NaHCO3 and filtered. The filtrate is evaporated, the residue taken up in CH2Cl2 (100 mL) and washed with sat. aq. Na2CO3. (50 mL). The aq. phase is re-extracted with CH2Cl2 (2×50 mL) and the combined organic extracts are dried (Na2SO4), filtered a... Reactants: CC(C)(C)c1ccc(S(=O)(=O)Nc2ccc(Cl)cc2C(=O)Cl)cc1, ClCCl, NN, NN, O. Yields the product CC(C)(C)c1ccc(S(=O)(=O)Nc2ccc(Cl)cc2C(=O)NN)cc1. As a reaction SMILES: [C:1]([CH3:2])([CH3:3])([CH3:4])[c:5]1[cH:6][cH:7][c:8]([S:11](=[O:12])(=[O:13])[NH:14][c:15]2[c:16]([C:17](=[O:18])[Cl:19])[cH:20][c:21]([Cl:24])[cH:22][cH:23]2)[cH:9][cH:10]1.[Cl:30][CH2:31][Cl:32].[NH2:26][NH2:27].[NH2:28][NH2:29].[OH2:25]>>[C:1]([CH3:2])([CH3:3])([CH3:4])[c:5]1[cH:6][cH:7][c:8]([S:11](=[O:12])(=[O:13])[NH:14][c:15]2[c:16]([C:17](=[O:18])[NH:26][NH2:27])[cH:20][c:21]([Cl:24])[cH:22][cH:23]2)[cH:9][cH:10]1. Starting materials: NCC(C(=O)N)(C)C (3-amino-2,2-di(methyl)propionamide), CC1(N(CC(N(C1)C1=C(C=CC=C1)C)=O)C[C@@H]([C@H]1OC([C@@H](C1)C(C)C)=O)NS(=O)(=O)C1=C(C=CC=C1)[N+](=O)[O-])C (N-{(S)-2-[2,2-dimethyl-4-(2-methylphenyl)-5-oxopiperazin-1-yl]-1-[(2S,4S)-4-isopropyl-5-oxotetrahydrofuran-2-yl]ethyl}-2-nitrobenzenesulfonamide), Example 2, OC1=NC=CC=C1 (2-hydroxypyridine). Solvent: C(C)N(CC)CC (triethylamine). Conditions: temperature 80 celsius, time 1 hour. Yields the product C(N)(=O)C(CNC([C@@H](C[C@@H]([C@H](CN1C(CN(C(C1)=O)C1=C(C=CC=C1)C)(C)C)NS(=O)(=O)C1=C(C=CC=C1)[N+](=O)[O-])O)C(C)C)=O)(C)C ((2S,4S,5S)-6-[2,2-dimethyl-4-(2-methylphenyl)-5-oxopiperazin-1-yl]-4-hydroxy-2-isopropyl-5-(2-nitrobenzenesulfonylamino)hexanoic acid (2-carbamoyl-2-methylpropyl)amide). Isolated yield 78.2%. RXN SMILES: [NH2:1][CH2:2][C:3]([CH3:8])([CH3:7])[C:4]([NH2:6])=[O:5].OC1C=CC=CN=1.[CH3:16][C:17]1([CH3:55])[CH2:22][N:21]([C:23]2[CH:28]=[CH:27][CH:26]=[CH:25][C:24]=2[CH3:29])[C:20](=[O:30])[CH2:19][N:18]1[CH2:31][C@H:32]([NH:42][S:43]([C:46]1[CH:51]=[CH:50][CH:49]=[CH:48][C:47]=1[N+:52]([O-:54])=[O:53])(=[O:45])=[O:44])[C@@H:33]1[CH2:37][C@@H:36]([CH:38]([CH3:40])[CH3:39])[C:35](=[O:41])[O:34]1>C(N(CC)CC)C>[C:4]([C:3]([CH3:8])([CH3:7])[CH2:2][NH:1][C:35](=[O:41])[C@H:36]([CH:38]([CH3:39])[CH3:40])[CH2:37][C@H:33]([OH:34])[C@@H:32]([NH:42][S:43]([C:46]1[CH:51]=[CH:50][CH:49]=[CH:48][C:47]=1[N+:52]([O-:54])=[O:53])(=[O:44])=[O:45])[CH2:31][N:18]1[CH2:19][C:20](=[O:30])[N:21]([C:23]2[CH:28]=[CH:27][CH:26]=[CH:25][C:24]=2[CH3:29])[CH2:22][C:17]1([CH3:55])[CH3:16])(=[O:5])[NH2:6]. Procedure: 223 mg of 3-amino-2,2-di(methyl)propionamide obtained in Reference Example 2 (1.92 mmol) and 61 mg of 2-hydroxypyridine (0.64 mmol) were added to a solution of 367 mg of N-{(S)-2-[2,2-dimethyl-4-(2-methylphenyl)-5-oxopiperazin-1-yl]-1-[(2S,4S)-4-isopropyl-5-oxotetrahydrofuran-2-yl]ethyl}-2-nitrobenzenesulfonamide obtained in the above reaction (0.64 mmol) in triethylamine (6 ml), and the mixture was stirred at 80° C. for one hour. The reaction mixture was cooled and then concentrated under reduc...